From a dataset of the Open Reaction Database (ORD), a public repository of structured organic reaction records. describe an organic reaction: reactants, conditions, products, and yield Starting materials: CCOCC, Cl, [K+], [K+], O=C([O-])[O-], CON, O, O=C(Cl)Oc1ccccc1. Product: NOCC(=O)Oc1ccccc1. Reaction SMILES: [CH3:22][CH2:23][O:24][CH2:25][CH3:26].[ClH:11].[K+:15].[K+:16].[O-:17][C:18]([O-:19])=[O:20].[O:12]([CH3:13])[NH2:14].[OH2:21].[c:1]1([O:7][C:8](=[O:9])[Cl:10])[cH:2][cH:3][cH:4][cH:5][cH:6]1>>[c:1]1([O:7][C:8](=[O:9])[CH2:13][O:12][NH2:14])[cH:2][cH:3][cH:4][cH:5][cH:6]1. The reactants are [Cl-].[Al+3].[Cl-].[Cl-] (aluminum chloride), ClC1=C(C=CC=C1)OC (1-chloro-2-methoxybenzene), NC1=CC=CC=C1 (aniline), Cl (hydrochloric acid), [Cl-].[Al+3].[Cl-].[Cl-] (aluminum chloride), C1(\C=C/C(=O)O1)=O (maleic anhydride), S(=O)(=O)(OCC)OCC (diethyl sulfate). Reagents/catalysts: [Cu](I)I (copper iodide). Solvent: C(C)O (ethanol), ClC1=CC=CC=C1 (chlorobenzene). Run at temperature 10 celsius, time 4 hour. Product: C1(=CC=CC=C1)NC(\C=C\C(=O)C1=CC(=C(C=C1)OC)Cl)=O (N-phenyl-(E)-4-(3-chloro-4-methoxyphenyl)-4-oxo-2-butenamide). Yield: 71.5%. Reaction SMILES: [C:1]1(=[O:7])[O:6][C:4](=O)[CH:3]=[CH:2]1.S(OCC)(OCC)(=O)=O.[Cl-].[Al+3].[Cl-].[Cl-].[Cl:21][C:22]1[CH:27]=[CH:26][CH:25]=[CH:24][C:23]=1[O:28][CH3:29].Cl.[NH2:31][C:32]1[CH:37]=[CH:36][CH:35]=[CH:34][CH:33]=1>[Cu](I)I.C(O)C.ClC1C=CC=CC=1>[C:32]1([NH:31][C:4](=[O:6])/[CH:3]=[CH:2]/[C:1]([C:26]2[CH:25]=[CH:24][C:23]([O:28][CH3:29])=[C:22]([Cl:21])[CH:27]=2)=[O:7])[CH:37]=[CH:36][CH:35]=[CH:34][CH:33]=1 |f:2.3.4.5|. Procedure details: Into a 500 ml four-neck flask were charged 66.9 g (0.682 mol) of maleic anhydride, 150 ml of chlorobenzene, 71.6 ml (0.546 mol) of diethyl sulfate, and 0.186 g (0.975 mmol) of copper iodide under a nitrogen atmosphere. Then, the whole was cooled to 10° C. or lower and 67.6 g (0.507 mol) of aluminum chloride was added thereto. While temperature was maintained at 10 to 15° C., 23.2 ml (0.195 mol) of 1-chloro-2-methoxybenzene was added dropwise, followed by 2 hours of reaction. After termination of... Starting materials: 70.59, [H][H] (hydrogen), 70.80, ClC(C1=NC(=CC=C1)Cl)Cl (2-dichloromethyl-6-chloropyridine), COC1=CC=C(C=C1)O (p-methoxyphenol), [OH-].[K+] (potassium hydroxide). Solvent: O (water), CS(=O)C (dimethylsulfoxide). Run at temperature 25 celsius, time 72 hour. Product: COC1=CC=C(OC(C2=NC(=CC=C2)OC2=CC=C(C=C2)OC)OC2=CC=C(C=C2)OC)C=C1 (2-[Bis-(4-methoxyphenoxy)methyl]-6-(4-methoxyphenoxy)pyridine). Reaction SMILES: Cl[CH:2](Cl)[C:3]1[CH:8]=[CH:7][CH:6]=[C:5](Cl)[N:4]=1.[CH3:11][O:12][C:13]1[CH:18]=[CH:17][C:16]([OH:19])=[CH:15][CH:14]=1.[OH-:20].[K+].[H][H]>CS(C)=O.O>[CH3:11][O:12][C:13]1[CH:18]=[CH:17][C:16]([O:19][CH:2]([O:19][C:16]2[CH:17]=[CH:18][C:13]([O:12][CH3:11])=[CH:14][CH:15]=2)[C:3]2[CH:8]=[CH:7][CH:6]=[C:5]([O:20][C:16]3[CH:17]=[CH:18][C:13]([O:12][CH3:11])=[CH:14][CH:15]=3)[N:4]=2)=[CH:15][CH:14]=1 |f:2.3|. Procedure: A mixture of 15.04 grams (g) (0.076 mole (m)) of 2-dichloromethyl-6-chloropyridine, 39.50 g (0.32 m) of p-methoxyphenol and 18.14 g (0.32 m) of potassium hydroxide in 100 milliliters (ml) of dimethylsulfoxide was heated, with stirring, for 72 hours. The resulting mixture was cooled to 25° C., diluted with water and extracted with 1,1,1-trichloroethane. The extract was washed with water, dried over anhydrous magnesium sulfate and concentrated under reduced pressure. The concentrate was subjected ... The solvent is COC(C)(C)C (tert-butyl methyl ether). Conditions: time 8 hour. The reactants are N1=C(Cl)N=C(Cl)N=C1Cl (Cyanuric chloride), CN(C=O)C (N,N-dimethylformamide), C(=O)=O (CO2). Procedure details: Cyanuric chloride (46.67 g, 0.252 mol) was heated with N,N-dimethylformamide (121.33 g, 1.66 mol) in 250 ml of tert-butyl methyl ether over the course of from 30 to 40 min. An exothermic reaction then took place, and CO2 gas was liberated over the course of from 1 to 2 hours. The reaction mixture was boiled overnight. After the reaction mixture had cooled, the title product was isolated by rapid filtration under a nitrogen atmosphere and washing with tert-butyl methyl ether. Drying in a desiccat... Reaction SMILES: [N:1]1[C:8](Cl)=[N:7][C:5](Cl)=NC=1[Cl:3].[CH3:10][N:11]([CH3:14])[CH:12]=O.[C:15](=O)=O>COC(C)(C)C>[Cl-:3].[CH3:10][N:11]([CH3:14])[CH:12]=[N:1][CH:8]=[N+:7]([CH3:15])[CH3:5] |f:4.5|. Yields the product [Cl-].CN(C=NC=[N+](C)C)C ([3-(dimethylamino)-2-azaprop-2-en-1-ylidene]dimethylammonium chloride). Reactants: CI, COCCOC, CCOC(C)=O, CSc1nc2c(c(C)cn2Cc2ccc(C(=O)c3ccc(Cl)cc3)cc2)c(=O)[nH]1, CN(C)C=O. Yields the product CSc1nc2c(c(C)cn2Cc2ccc(C(=O)c3ccc(Cl)cc3)cc2)c(=O)n1C. As a reaction SMILES: [CH3:30][I:31].[CH3:32][O:33][CH2:34][CH2:35][O:36][CH3:37].[CH3:43][CH2:44][O:45][C:46](=[O:47])[CH3:48].[Cl:1][c:2]1[cH:3][cH:4][c:5]([C:6](=[O:7])[c:8]2[cH:9][cH:10][c:11]([CH2:12][n:13]3[cH:14][c:15]([CH3:25])[c:16]4[c:17]3[n:18][c:19]([S:23][CH3:24])[nH:20][c:21]4=[O:22])[cH:26][cH:27]2)[cH:28][cH:29]1.[O:38]=[CH:39][N:40]([CH3:41])[CH3:42]>>[Cl:1][c:2]1[cH:3][cH:4][c:5]([C:6](=[O:7])[c:8]2[cH:9][cH:10][c:11]([CH2:12][n:13]3[cH:14][c:15]([CH3:25])[c:16]4[c:17]3[n:18][c:19]([S:23][CH3:24])[n:20]([CH3:30])[c:21]4=[O:22])[cH:26][cH:27]2)[cH:28][cH:29]1. Yields the product CC(C)c1nc(-c2ccc(F)c(NS(=O)(=O)c3ccc(F)cc3F)c2)c(-c2ccnc(Cl)n2)s1. Starting materials: CC(C)c1nc(-c2ccc(F)c(N)c2)c(-c2ccnc(Cl)n2)s1, ClCCl, O=S(=O)(Cl)c1ccc(F)cc1F, c1ccncc1. Reaction SMILES: [Cl:1][c:2]1[n:3][cH:4][cH:5][c:6](-[c:8]2[c:9](-[c:16]3[cH:17][cH:18][c:19]([F:23])[c:20]([NH2:21])[cH:22]3)[n:10][c:11]([CH:13]([CH3:14])[CH3:15])[s:12]2)[n:7]1.[Cl:42][CH2:43][Cl:44].[F:30][c:31]1[c:32]([S:38](=[O:39])(=[O:40])[Cl:41])[cH:33][cH:34][c:35]([F:37])[cH:36]1.[cH:24]1[cH:25][cH:26][n:27][cH:28][cH:29]1>>[Cl:1][c:2]1[n:3][cH:4][cH:5][c:6](-[c:8]2[c:9](-[c:16]3[cH:17][cH:18][c:19]([F:23])[c:20]([NH:21][S:38]([c:32]4[c:31]([F:30])[cH:36][c:35]([F:37])[cH:34][cH:33]4)(=[O:39])=[O:40])[cH:22]3)[n:10][c:11]([CH:13]([CH3:14])[CH3:15])[s:12]2)[n:7]1. Starting materials: ice, [BH4-].[Na+] (NaBH4), C(=O)(O)[O-].[Na+] (NaHCO3), N([C@@H](CC1=CC=CC=C1)C(=O)O)C(=O)OC(C)(C)C (Boc-PheOH), CN1CCOCC1 (NMM). The solvent is O (H2O), C1CCOC1 (THF). Run at temperature 0 celsius, time 15 minute. Yields the product N([C@@H](CC1=CC=CC=C1)CO)C(=O)OC(C)(C)C (Boc-PheCH2OH). RXN SMILES: [NH:1]([C:13]([O:15][C:16]([CH3:19])([CH3:18])[CH3:17])=[O:14])[C@H:2]([C:10](O)=[O:11])[CH2:3][C:4]1[CH:9]=[CH:8][CH:7]=[CH:6][CH:5]=1.CN1CCOCC1.[BH4-].[Na+].C([O-])(O)=O.[Na+]>C1COCC1.O>[NH:1]([C:13]([O:15][C:16]([CH3:19])([CH3:18])[CH3:17])=[O:14])[C@H:2]([CH2:10][OH:11])[CH2:3][C:4]1[CH:9]=[CH:8][CH:7]=[CH:6][CH:5]=1 |f:2.3,4.5|. Reported procedure: To 5.7 g (0.023 mol) of Boc-PheOH dissolved in THF (30 mL) at −10° C. under N2 are added NMM (2.5 mL, 0.023 mol) and IBCF (3 mL, 0.023 mol). The reaction mixture is stirred for 15 minutes and filtered. The filtrate is slowly added to an ice-cold solution of NaBH4 (2.3 g, 0.061 mol) in H2O (10 mL) and then stirred for 1 hour at ice-bath temperature followed by stirring for 1 hour at room temperature. The reaction is cooled to 0° C., treated with saturated NaHCO3 solution, extracted with EtOAc, wa...